From a dataset of the Open Reaction Database (ORD), a public repository of structured organic reaction records. describe an organic reaction: reactants, conditions, products, and yield Starting materials: ClCC1=NC2=C(N1)C=CC=C2 (2-chloromethyl-1H-benzimidazole), N1C=NC=C1 (imidazole). The solvent is C(C)O (ethanol). Product: N1(C=NC=C1)CC1=NC2=C(N1)C=CC=C2 (2-(imidazol-1-yl)methyl-1H-benzimidazole). Isolated yield 13.2%. RXN SMILES: Cl[CH2:2][C:3]1[NH:7][C:6]2[CH:8]=[CH:9][CH:10]=[CH:11][C:5]=2[N:4]=1.[NH:12]1[CH:16]=[CH:15][N:14]=[CH:13]1>C(O)C>[N:12]1([CH2:2][C:3]2[NH:7][C:6]3[CH:8]=[CH:9][CH:10]=[CH:11][C:5]=3[N:4]=2)[CH:16]=[CH:15][N:14]=[CH:13]1. Reported procedure: A solution of 2-chloromethyl-1H-benzimidazole (4.85 g) and imidazole (9.9 g) in ethanol (37 ml) was stirred at 70° C. for 6 hours. The reaction mixture was concentrated under reduced pressure. The residue was purified by column chromatography on silica gel (120 g) with a mixture of methanol and dichloromethane (5:95) as an eluent to afford an oil, which was crystallized from ethyl acetate. Recrystallization from a mixture of methanol and diethyl ether to give 2-(imidazol-1-yl)methyl-1H-benzimida...